Dataset: the Open Reaction Database (ORD), a public repository of structured organic reaction records. Task: describe an organic reaction: reactants, conditions, products, and yield Reactants: C(CCCC)C1=CC=C(C=C1)C1=CC=C(C=C1)C#N (4'-pentyl-4-cyanobiphenyl), solution, [H-].C(C(C)C)[Al+]CC(C)C (diisobutylaluminium hydride), S(O)(O)(=O)=O (sulphuric acid). Solvent: C1(=CC=CC=C1)C (toluene), C1(=CC=CC=C1)C (toluene). Run at time 22 hour. Product: ethyl acetate petroleum ether, C(=O)C1=CC=C(C=C1)C1=CC=C(C=C1)CCCCC (4-formyl-4'-pentylbiphenyl). Isolated yield 93.0%. RXN SMILES: [CH2:1]([C:6]1[CH:11]=[CH:10][C:9]([C:12]2[CH:17]=[CH:16][C:15]([C:18]#N)=[CH:14][CH:13]=2)=[CH:8][CH:7]=1)[CH2:2][CH2:3][CH2:4][CH3:5].[H-].C([Al+]CC(C)C)C(C)C.S(=O)(=O)(O)[OH:31]>C1(C)C=CC=CC=1>[CH:18]([C:15]1[CH:16]=[CH:17][C:12]([C:9]2[CH:10]=[CH:11][C:6]([CH2:1][CH2:2][CH2:3][CH2:4][CH3:5])=[CH:7][CH:8]=2)=[CH:13][CH:14]=1)=[O:31] |f:1.2|. Procedure details: A solution of 6.23 g of 4'-pentyl-4-cyanobiphenyl in 50 ml of absolute toluene was placed at 0° C. in a sulphonation flask under argon gasification and treated within 10 minutes with 27 ml of a 1.36N solution of diisobutylaluminium hydride in toluene. After completion of the addition, the mixture was stirred at room temperature for a further 22 hours, then poured cautiously into 50 ml of 1N sulphuric acid and extracted three times with 100 ml of diethyl ether each time. The organic phases were w...